This data is from the Open Reaction Database (ORD), a public repository of structured organic reaction records. The task is: describe an organic reaction: reactants, conditions, products, and yield Starting materials: N1(CCCCC1)CC=1C=C(OCCCNC(=S)NN)C=CC1 (N-[3-[3-(1-piperidinylmethyl)phenoxy]propyl]-hydrazine carbothioamide), C(C)N=C=S (ethylisothiocyanate). The product is C(C)NC(=S)NNC(NCCCOC1=CC(=CC=C1)CN1CCCCC1)=S (N-Ethyl-N'-[3-[3-(1-piperidinylmethyl)phenoxy]propyl]1,2-hydrazine dicarbothioamide). As a reaction SMILES: [N:1]1([CH2:7][C:8]2[CH:9]=[C:10]([CH:20]=[CH:21][CH:22]=2)[O:11][CH2:12][CH2:13][CH2:14][NH:15][C:16]([NH:18][NH2:19])=[S:17])[CH2:6][CH2:5][CH2:4][CH2:3][CH2:2]1.[CH2:23]([N:25]=[C:26]=[S:27])[CH3:24]>>[CH2:23]([NH:25][C:26]([NH:19][NH:18][C:16](=[S:17])[NH:15][CH2:14][CH2:13][CH2:12][O:11][C:10]1[CH:20]=[CH:21][CH:22]=[C:8]([CH2:7][N:1]2[CH2:6][CH2:5][CH2:4][CH2:3][CH2:2]2)[CH:9]=1)=[S:27])[CH3:24]. Procedure details: The above compound is prepared by a method analogous to that of Example 5 from N-[3-[3-(1-piperidinylmethyl)phenoxy]propyl]-hydrazine carbothioamide and ethylisothiocyanate. The analytical values are summarized in Table I. The reactants are O=C([O-])[O-], CI, CC(C)=O, O=c1[nH]c(C(F)(F)F)cnc1-c1ccc(F)cc1F, [K+], [K+]. Product: COc1nc(C(F)(F)F)cnc1-c1ccc(F)cc1F. RXN SMILES: [C:20](=[O:21])([O-:22])[O-:23].[CH3:26][I:27].[CH3:28][C:29](=[O:30])[CH3:31].[F:1][c:2]1[c:3](-[c:9]2[c:10](=[O:19])[nH:11][c:12]([C:15]([F:16])([F:17])[F:18])[cH:13][n:14]2)[cH:4][cH:5][c:6]([F:8])[cH:7]1.[K+:24].[K+:25]>>[F:1][c:2]1[c:3](-[c:9]2[c:10]([O:19][CH3:20])[n:11][c:12]([C:15]([F:16])([F:17])[F:18])[cH:13][n:14]2)[cH:4][cH:5][c:6]([F:8])[cH:7]1. Reactants: C([O-])([O-])=O.[K+].[K+] (potassium carbonate), [I-].[Na+] (sodium iodide), ClCC1CC1 ((chloromethyl)cyclopropane), OCCC=1C=C(C=CC1)O (3-(2-Hydroxyethyl)phenol), CN(C)C=O (DMF). Solvent: O (water). Run at temperature 80 celsius, time 5 hour. Product: C1(CC1)COC=1C=C(C=CC1)CCNC (2-(3-(cyclopropylmethoxy)phenyl)-N-methylethanamine). As a reaction SMILES: O[CH2:2][CH2:3][C:4]1[CH:5]=[C:6]([OH:10])[CH:7]=[CH:8][CH:9]=1.C(=O)([O-])[O-].[K+].[K+].[I-].[Na+].Cl[CH2:20][CH:21]1[CH2:23][CH2:22]1.[CH3:24][N:25](C=O)C>O>[CH:23]1([CH2:22][O:10][C:6]2[CH:5]=[C:4]([CH2:3][CH2:2][NH:25][CH3:24])[CH:9]=[CH:8][CH:7]=2)[CH2:21][CH2:20]1 |f:1.2.3,4.5|. Reported procedure: 3-(2-Hydroxyethyl)phenol (2.5 g) was dissolved in DMF (18 mL). To the solution, potassium carbonate (5.0 g), sodium iodide (271 mg), and (chloromethyl)cyclopropane (1.75 mL) were added, and the mixture was stirred at 80° C. for 5 hours. The reaction mixture was cooled to room temperature, water (40 mL) was then added thereto, and the resultant mixture was then extracted with ethyl acetate (40 mL). The organic layer was dried over anhydrous magnesium sulfate and then concentrated under reduced pr... Starting materials: IC1=CC(=NC=C1)C (4-iodo-2-methyl-pyridine), C(C)NCC (diethylamine), C1CC(=O)N(C1=O)Br (NBS), CC(C)(C#N)N=NC(C)(C)C#N (AIBN). Solvent: C(Cl)(Cl)(Cl)Cl (carbon tetrachloride). Reaction conditions: temperature 0 celsius, time 6 hour. The product is C(C)N(CC1=NC=CC(=C1)I)CC (Diethyl-(4-iodo-pyridin-2-ylmethyl)-amine). Reaction SMILES: [I:1][C:2]1[CH:7]=[CH:6][N:5]=[C:4]([CH3:8])[CH:3]=1.[CH2:9]1[C:14](=O)[N:13](Br)[C:11](=O)[CH2:10]1.CC(N=NC(C#N)(C)C)(C#N)C.C(NCC)C>C(Cl)(Cl)(Cl)Cl>[CH2:11]([N:13]([CH2:14][CH3:9])[CH2:8][C:4]1[CH:3]=[C:2]([I:1])[CH:7]=[CH:6][N:5]=1)[CH3:10]. Reported procedure: Combine 4-iodo-2-methyl-pyridine (1.1 g, 5 mmol), NBS (0.98 g, 1.1 equiv.) and carbon tetrachloride (50 mL) in a round bottomed flask under nitrogen. Add AIBN (82 mg, 0.1 equiv.) and heat reaction overnight at reflux. Filter the reaction, washing with hexanes. Concentrate filtrate to approximately 10-20 mL volume. Redissolve in THF (20 mL) and cool to 0° C. under nitrogen. Add diethylamine (1.04 mL, 2 equiv.) dropwise via syringe and stir one hour at 0° C. Remove cooling bath and let warm to roo... Starting materials: [OH-].[Li+] (lithium hydroxide), C(C)[C@]12[C@@H](CCCC=3C1=CC=1C=NN(C1C3)C3=CC=C(C=C3)F)C[C@](CC2)(O)C(F)(F)F ((3S,4aS,12bS)-12b-ethyl-9-(4-fluorophenyl)-3-(trifluoromethyl)-1,2,3,4,4a,5,6,7,9,12b-decahydrobenzo[6,7]cyclohepta[1,2-f]indazol-3-ol), BrCC(=O)OCC1=CC=CC=C1 (Benzyl 2-bromoacetate), [H-].[Na+] (sodium hydride), [H-].[Na+] (sodium hydride), BrCC(=O)OCC1=CC=CC=C1 (benzyl 2-bromoacetate), BrCC(=O)OCC1=CC=CC=C1 (benzyl 2-bromoacetate). Solvent: O (Water), C(C)(=O)O (Acetic acid), C1CCOC1 (THF). The product is C(C)[C@]12[C@@H](CCCC=3C1=CC=1C=NN(C1C3)C3=CC=C(C=C3)F)C[C@@](CC2)(C(F)(F)F)OCC(=O)O (2-(((3S,4aS,12bS)-12b-ethyl-9-(4-fluorophenyl)-3-(trifluoromethyl)-1,2,3,4,4a,5,6,7,9,12b-decahydrobenzo[6,7]cyclohepta[1,2-f]indazol-3-yl)oxy)acetic acid). Isolated yield 10.8%. Reaction SMILES: [CH2:1]([C@:3]12[CH2:27][CH2:26][C@:25]([C:29]([F:32])([F:31])[F:30])([OH:28])[CH2:24][C@@H:4]1[CH2:5][CH2:6][CH2:7][C:8]1[C:9]2=[CH:10][C:11]2[CH:12]=[N:13][N:14]([C:17]3[CH:22]=[CH:21][C:20]([F:23])=[CH:19][CH:18]=3)[C:15]=2[CH:16]=1)[CH3:2].[H-].[Na+].Br[CH2:36][C:37]([O:39]CC1C=CC=CC=1)=[O:38].[OH-].[Li+]>C(O)(=O)C.O.C1COCC1>[CH2:1]([C@:3]12[CH2:27][CH2:26][C@@:25]([O:28][CH2:36][C:37]([OH:39])=[O:38])([C:29]([F:32])([F:31])[F:30])[CH2:24][C@@H:4]1[CH2:5][CH2:6][CH2:7][C:8]1[C:9]2=[CH:10][C:11]2[CH:12]=[N:13][N:14]([C:17]3[CH:18]=[CH:19][C:20]([F:23])=[CH:21][CH:22]=3)[C:15]=2[CH:16]=1)[CH3:2] |f:1.2,4.5|. Reported procedure: A flask with stir bar and nitrogen line was charged with (3S,4aS,12bS)-12b-ethyl-9-(4-fluorophenyl)-3-(trifluoromethyl)-1,2,3,4,4a,5,6,7,9,12b-decahydrobenzo[6,7]cyclohepta[1,2-f]indazol-3-ol (11, R1=4-Fluorophenyl, R2=Ethyl, R3=Trifluoromethyl) (0.15 g, 0.336 mmol), THF (3 mL) and sodium hydride (60 wt % in oil, 0.027 g, 0.672 mmol) then warmed to about 65° C. for about 15 min. The mixture was cooled to rt then benzyl 2-bromoacetate (0.096 g, 0.420 mmol) was added and the mixture was stirred fo...